This data is from the Open Reaction Database (ORD), a public repository of structured organic reaction records. The task is: describe an organic reaction: reactants, conditions, products, and yield Starting materials: N#Cc1cccc(C(N)=O)c1, O=N[N+](=O)[O-], O=S(=O)(O)O. Yields the product N#Cc1cccc(C(=O)O)c1. RXN SMILES: [C:1](#[N:2])[c:3]1[cH:4][c:5]([C:6](=[O:7])[NH2:8])[cH:9][cH:10][cH:11]1.[O-:12][N+:13]([N:14]=[O:15])=[O:16].[S:17](=[O:18])(=[O:19])([OH:20])[OH:21]>>[C:1](#[N:2])[c:3]1[cH:4][c:5]([C:6](=[O:7])[OH:12])[cH:9][cH:10][cH:11]1.